Dataset: the Open Reaction Database (ORD), a public repository of structured organic reaction records. Task: describe an organic reaction: reactants, conditions, products, and yield Starting materials: FC(F)(F)c1cc(Br)c2nc(Cl)[nH]c2c1, CC1CN(c2ncccc2C(F)(F)F)CCN1. Product: CC1CN(c2ncccc2C(F)(F)F)CCN1c1nc2cc(C(F)(F)F)cc(Br)c2[nH]1. RXN SMILES: [Br:18][c:19]1[cH:20][c:21]([C:29]([F:30])([F:31])[F:32])[cH:22][c:23]2[nH:24][c:25]([Cl:28])[n:26][c:27]12.[CH3:1][CH:2]1[CH2:3][N:4]([c:8]2[n:9][cH:10][cH:11][cH:12][c:13]2[C:14]([F:15])([F:16])[F:17])[CH2:5][CH2:6][NH:7]1>>[CH3:1][CH:2]1[CH2:3][N:4]([c:8]2[n:9][cH:10][cH:11][cH:12][c:13]2[C:14]([F:15])([F:16])[F:17])[CH2:5][CH2:6][N:7]1[c:25]1[n:24][c:23]2[cH:22][c:21]([C:29]([F:30])([F:31])[F:32])[cH:20][c:19]([Br:18])[c:27]2[nH:26]1. The reactants are C(CCCCCCCO)O (1,8-octanediol), C1(=CC=CC2=CC=CC=C12)COCCCCCCCC(=O)O (8-(naphthalen-1-ylmethoxy)-octanoic acid), Cl.Cl.C(C1=CC=CC=C1)OC(C[C@H](CN(C)C)N)=O ((R)-3-amino-4-dimethylamino-butyric acid benzyl ester dihydrochloride), BrCC1=CC=CC2=CC=CC=C12 (1-bromomethyl-naphthalene), C1(=CC=CC2=CC=CC=C12)COCCCCCCCCO (8-(naphthalen-1-ylmethoxy)-octan-1-ol). Reaction SMILES: C(O)CCCCCCCO.BrCC1C2C(=CC=CC=2)C=CC=1.[C:23]1([CH2:33][O:34][CH2:35][CH2:36][CH2:37][CH2:38][CH2:39][CH2:40][CH2:41][CH2:42][OH:43])[C:32]2[C:27](=[CH:28][CH:29]=[CH:30][CH:31]=2)[CH:26]=[CH:25][CH:24]=1.C1(COCCCCCCCC(O)=O)C2C(=CC=CC=2)C=CC=1.Cl.Cl.[CH2:68]([O:75][C:76](=[O:84])[CH2:77][C@@H:78]([NH2:83])[CH2:79][N:80]([CH3:82])[CH3:81])[C:69]1[CH:74]=[CH:73][CH:72]=[CH:71][CH:70]=1>>[CH2:68]([O:75][C:76](=[O:84])[CH2:77][C@@H:78]([NH:83][C:42](=[O:43])[CH2:41][CH2:40][CH2:39][CH2:38][CH2:37][CH2:36][CH2:35][O:34][CH2:33][C:23]1[C:32]2[C:27](=[CH:28][CH:29]=[CH:30][CH:31]=2)[CH:26]=[CH:25][CH:24]=1)[CH2:79][N:80]([CH3:81])[CH3:82])[C:69]1[CH:74]=[CH:73][CH:72]=[CH:71][CH:70]=1 |f:4.5.6|. The product is C(C1=CC=CC=C1)OC(C[C@H](CN(C)C)NC(CCCCCCCOCC1=CC=CC2=CC=CC=C12)=O)=O ((R)-3-[8-(naphthalen-1-ylmethoxy)-octanoylamino]-4-dimethylamino-butyric acid benzyl ester). Procedure details: The title compound, m/e=427.1 ([M−H]−), was produced in analogy with intermediate 1, steps 1 to 4. Thus, 1,8-octanediol was alkylated in step 1 with 1-bromomethyl-naphthalene, leading to 8-(naphthalen-1-ylmethoxy)-octan-1-ol, which was oxidized in step 2 to 8-(naphthalen-1-ylmethoxy)-octanoic acid. This was coupled in step 3 with (R)-3-amino-4-dimethylamino-butyric acid benzyl ester dihydrochloride to produce (R)-3-[8-(naphthalen-1-ylmethoxy)-octanoylamino]-4-dimethylamino-butyric acid benzyl es... Starting materials: Nc1ccccc1, C1CCOC1, Sc1nc2ccccc2s1, C=C(C)C(C(=O)OCc1ccc(OC)cc1)N1C(=O)C(NC(=O)Cc2ccccc2)C1SSc1nc2ccccc2s1, N#CS(=O)(=O)c1ccccc1. Yields the product C=C(C)C(C(=O)OCc1ccc(OC)cc1)N1C(=O)C(NC(=O)Cc2ccccc2)C1SS(=O)(=O)c1ccccc1. RXN SMILES: [NH2:54][c:55]1[cH:56][cH:57][cH:58][cH:59][cH:60]1.[O:71]1[CH2:72][CH2:73][CH2:74][CH2:75]1.[SH:61][c:62]1[s:63][c:64]2[cH:65][cH:66][cH:67][cH:68][c:69]2[n:70]1.[c:1]1([CH2:7][C:8](=[O:9])[NH:10][CH:11]2[C:12](=[O:42])[N:13]([CH:26]([C:27](=[O:28])[O:29][CH2:30][c:31]3[cH:32][cH:33][c:34]([O:37][CH3:38])[cH:35][cH:36]3)[C:39](=[CH2:40])[CH3:41])[CH:14]2[S:15][S:16][c:17]2[s:18][c:19]3[cH:20][cH:21][cH:22][cH:23][c:24]3[n:25]2)[cH:2][cH:3][cH:4][cH:5][cH:6]1.[c:43]1([S:49](=[O:50])(=[O:51])[C:52]#[N:53])[cH:44][cH:45][cH:46][cH:47][cH:48]1>>[c:1]1([CH2:7][C:8](=[O:9])[NH:10][CH:11]2[C:12](=[O:42])[N:13]([CH:26]([C:27](=[O:28])[O:29][CH2:30][c:31]3[cH:32][cH:33][c:34]([O:37][CH3:38])[cH:35][cH:36]3)[C:39](=[CH2:40])[CH3:41])[CH:14]2[S:15][S:49]([c:43]2[cH:44][cH:45][cH:46][cH:47][cH:48]2)(=[O:50])=[O:51])[cH:2][cH:3][cH:4][cH:5][cH:6]1.